Task: describe an organic reaction: reactants, conditions, products, and yield. Dataset: the Open Reaction Database (ORD), a public repository of structured organic reaction records Reactants: CCOC(=O)c1ccc(C(C(=O)Nc2ccc(Cl)cc2)N2CCN(C)CC2)s1, Cl, [Li+], C1COCCO1, [OH-]. The product is CN1CCN(C(C(=O)Nc2ccc(Cl)cc2)c2ccc(C(=O)O)s2)CC1. As a reaction SMILES: [Cl:1][c:2]1[cH:3][cH:4][c:5]([NH:8][C:9]([CH:10]([N:11]2[CH2:12][CH2:13][N:14]([CH3:17])[CH2:15][CH2:16]2)[c:18]2[cH:19][cH:20][c:21]([C:23](=[O:24])[O:25][CH2:26][CH3:27])[s:22]2)=[O:28])[cH:6][cH:7]1.[ClH:31].[Li+:30].[O:32]1[CH2:33][CH2:34][O:35][CH2:36][CH2:37]1.[OH-:29]>>[Cl:1][c:2]1[cH:3][cH:4][c:5]([NH:8][C:9]([CH:10]([N:11]2[CH2:12][CH2:13][N:14]([CH3:17])[CH2:15][CH2:16]2)[c:18]2[cH:19][cH:20][c:21]([C:23](=[O:24])[OH:25])[s:22]2)=[O:28])[cH:6][cH:7]1. The reactants are C[O-], CO, CCOC(C)=O, COC(=O)c1c(Cl)ccc(CCl)[n+]1[O-], [Na+]. The product is COCc1ccc(Cl)c(C(=O)OC)[n+]1[O-]. As a reaction SMILES: [CH3:15][O-:16].[CH3:18][OH:19].[CH3:20][CH2:21][O:22][C:23](=[O:24])[CH3:25].[Cl:1][c:2]1[c:3]([C:11](=[O:12])[O:13][CH3:14])[n+:4]([O-:10])[c:5]([CH2:8][Cl:9])[cH:6][cH:7]1.[Na+:17]>>[Cl:1][c:2]1[c:3]([C:11](=[O:12])[O:13][CH3:14])[n+:4]([O-:10])[c:5]([CH2:8][O:16][CH3:15])[cH:6][cH:7]1. The reactants are FC(C=1C=C(C=CC1)N=C(N(C)C)Cl)(F)F (3-trifluormethyl-phenyl-N,N-dimethyl-1-chloroformamidine), CN(C=O)C (dimethylformamide). The product is [Cl-].FC(C=1C=C(C=CC1)N(C=[N+](C)C)C(N(C)C)=O)(F)F (N-(3-trifluormethylphenyl)-N-(N,N-dimethyl-carbamoyl)-N',N'-dimethylformamidinium chloride). As a reaction SMILES: [F:1][C:2]([F:16])([F:15])[C:3]1[CH:4]=[C:5]([N:9]=[C:10]([Cl:14])[N:11]([CH3:13])[CH3:12])[CH:6]=[CH:7][CH:8]=1.[CH3:17][N:18]([CH3:21])[CH:19]=[O:20]>>[Cl-:14].[F:1][C:2]([F:16])([F:15])[C:3]1[CH:4]=[C:5]([N:9]([C:19](=[O:20])[N:18]([CH3:21])[CH3:17])[CH:10]=[N+:11]([CH3:13])[CH3:12])[CH:6]=[CH:7][CH:8]=1 |f:2.3|. Reported procedure: A mixture of 25.05 g (0.1 mol) of N-(3-trifluormethyl-phenyl-N,N-dimethyl-1-chloroformamidine and 20 g (0.3 mol) of dimethylformamide is stirred in the same way as described in Example 6. Starting materials: C(\C=C\C(=O)[O-])(=O)OC (monomethyl fumarate), O.ON1N=NC2=C1C=CC=C2 (1-hydroxybenzotriazole hydrate), C1(=CC=CC=C1)[C@@H](N)CO ((R)-α-phenylglycinol), C1(CCCCC1)N=C=NC1CCCCC1 (N,N'-dicyclohexylcarbodiimide). The solvent is C(C)(=O)OCC (ethyl acetate). Conditions: time 1 hour. Product: OC[C@@H](C1=CC=CC=C1)NC(C=CC(=O)OC)=O (Methyl (R)-4-[(2-hydroxy-1-phenylethyl)amino]-4-oxo-2-butenoate). RXN SMILES: [C:1]([O:8][CH3:9])(=[O:7])/[CH:2]=[CH:3]/[C:4]([O-:6])=O.O.ON1C2C=CC=CC=2N=N1.C1(N=C=NC2CCCCC2)CCCCC1.[C:36]1([C@H:42]([CH2:44][OH:45])[NH2:43])[CH:41]=[CH:40][CH:39]=[CH:38][CH:37]=1>C(OCC)(=O)C>[OH:45][CH2:44][C@H:42]([NH:43][C:4](=[O:6])[CH:3]=[CH:2][C:1]([O:8][CH3:9])=[O:7])[C:36]1[CH:41]=[CH:40][CH:39]=[CH:38][CH:37]=1 |f:1.2|. Procedure: To a solution of monomethyl fumarate (3.0 g, 23 mmol) in ethyl acetate (40 mL) was added 1-hydroxybenzotriazole hydrate (3.0 g, 22 mmol), followed by N,N'-dicyclohexylcarbodiimide (4.5 g, 22 mmol) and the reaction stirred at ambient temperature for 1 hour. The solid was filtered off and discarded. To the filtrate was added (R)-α-phenylglycinol (3.0 g, 22 mmol ) and stirring continued for 20 minutes. The volatiles were removed in vacuo (40° C.) and the residue purified by flash chromatography on ... Starting materials: CCOC(=O)c1ccn(C)c1, [Cl-], Cl, [Na+], [Na+], [OH-]. The product is Cn1ccc(C(=O)O)c1. RXN SMILES: [CH3:1][n:2]1[cH:3][c:4]([C:7](=[O:8])[O:9][CH2:10][CH3:11])[cH:5][cH:6]1.[Cl-:16].[ClH:14].[Na+:13].[Na+:15].[OH-:12]>>[CH3:1][n:2]1[cH:3][c:4]([C:7](=[O:8])[OH:9])[cH:5][cH:6]1. Starting materials: CNCc1cc(C(F)(F)F)ccc1Oc1cccc(CC(=O)OC)c1, O=S(=O)(Cl)c1ccccc1C(F)(F)F. Product: COC(=O)Cc1cccc(Oc2ccc(C(F)(F)F)cc2CN(C)S(=O)(=O)c2ccccc2C(F)(F)F)c1. Reaction SMILES: [CH3:1][O:2][C:3]([CH2:4][c:5]1[cH:6][c:7]([O:11][c:12]2[c:13]([CH2:22][NH:23][CH3:24])[cH:14][c:15]([C:18]([F:19])([F:20])[F:21])[cH:16][cH:17]2)[cH:8][cH:9][cH:10]1)=[O:25].[F:26][C:27]([c:28]1[c:29]([S:34](=[O:35])(=[O:36])[Cl:37])[cH:30][cH:31][cH:32][cH:33]1)([F:38])[F:39]>>[CH3:1][O:2][C:3]([CH2:4][c:5]1[cH:6][c:7]([O:11][c:12]2[c:13]([CH2:22][N:23]([CH3:24])[S:34]([c:29]3[c:28]([C:27]([F:26])([F:38])[F:39])[cH:33][cH:32][cH:31][cH:30]3)(=[O:35])=[O:36])[cH:14][c:15]([C:18]([F:19])([F:20])[F:21])[cH:16][cH:17]2)[cH:8][cH:9][cH:10]1)=[O:25]. Reactants: ClC=1C=CC(=NC1)C(C1=C(C=NC=2N(C(N(C(C21)=O)CCCOC2OCCCC2)=O)C)C2=CC(=CC=C2)OC(F)(F)F)O (5-((5-chloropyridin-2-yl)(hydroxy)methyl)-1-methyl-3-(3-(tetrahydro-2H-pyran-2-yloxy)propyl)-6-(3-(trifluoromethoxy)phenyl)pyrido[2,3-d]pyrimidine-2,4(1H,3H)-dione). The reagents and catalysts are [Zn] (Zn). The solvent is C(=O)O (HCOOH), CC(OCC)=O (EA), O (water). Reaction conditions: temperature 80 celsius. Product: C(CC(C)C)C1=C(C=NC=2N(C(N(C(C21)=O)CCCOC=O)=O)C)C2=C(C=CC=C2)C(C)C (3-(5-isopentyl-6-(2-isopropyl phenyl)-1-methyl-2,4-dioxo-1,2-dihydropyrido[2,3-d]pyrimidin-3(4H)-yl)propylformate). The yield is 276.8%. Reaction SMILES: ClC1C=C[C:5]([CH:8](O)[C:9]2[C:18]3[C:17](=[O:19])[N:16]([CH2:20][CH2:21][CH2:22][O:23][CH:24]4CCCC[O:25]4)[C:15](=[O:30])[N:14]([CH3:31])[C:13]=3[N:12]=[CH:11][C:10]=2[C:32]2[CH:37]=[CH:36][CH:35]=[C:34](OC(F)(F)F)[CH:33]=2)=NC=1>C(O)=O.CC(=O)OCC.O.[Zn]>[CH2:8]([C:9]1[C:18]2[C:17](=[O:19])[N:16]([CH2:20][CH2:21][CH2:22][O:23][CH:24]=[O:25])[C:15](=[O:30])[N:14]([CH3:31])[C:13]=2[N:12]=[CH:11][C:10]=1[C:32]1[CH:33]=[CH:34][CH:35]=[CH:36][C:37]=1[CH:10]([CH3:32])[CH3:11])[CH2:5][CH:8]([CH3:9])[CH3:5]. Reported procedure: To a solution of 5-((5-chloropyridin-2-yl)(hydroxy)methyl)-1-methyl-3-(3-(tetrahydro-2H-pyran-2-yloxy)propyl)-6-(3-(trifluoromethoxy)phenyl)pyrido[2,3-d]pyrimidine-2,4(1H,3H)-dione (30 mg, 0.048 mmol) in HCOOH (1 mL) was added Zn dust (30 mg, 0.48 mmol). The reaction was heated at 80° C. for 30 min, cooled to RT then diluted with EA (2 mL) and water (2 mL). The organic layer was dried over Na2SO4 and concentrated to give 3-(5-isopentyl-6-(2-isopropyl phenyl)-1-methyl-2,4-dioxo-1,2-dihydropyrido[...